From a dataset of the Open Reaction Database (ORD), a public repository of structured organic reaction records. describe an organic reaction: reactants, conditions, products, and yield Reactants: C(C1=CC=CC=C1)N=C(C)C1=CC=CC=C1 (N-Benzyl-1-phenylethanimine), [H][H] (hydrogen), complex, [H][H] (hydrogen). Run in CO (methanol). Conditions: time 24 hour. Yields the product C(C1=CC=CC=C1)NC(C)C1=CC=CC=C1 (N-benzyl-1-phenylethylamine). RXN SMILES: [CH2:1]([N:8]=[C:9]([C:11]1[CH:16]=[CH:15][CH:14]=[CH:13][CH:12]=1)[CH3:10])[C:2]1[CH:7]=[CH:6][CH:5]=[CH:4][CH:3]=1.[H][H]>CO>[CH2:1]([NH:8][CH:9]([C:11]1[CH:16]=[CH:15][CH:14]=[CH:13][CH:12]=1)[CH3:10])[C:2]1[CH:7]=[CH:6][CH:5]=[CH:4][CH:3]=1. Procedure details: N-Benzyl-1-phenylethanimine (0.11 g, 0.5 mmol) and each metal complex (0.005 mmol) were weighed in a Pyrex (registered trade name) test tube for autoclaving, the tube was set in a 50-mL autoclave together with a stirrer in the tube, and the atmosphere in the autoclave was substituted with nitrogen. The mixture was added with 2 mL of methanol and EtsN (14 μL, 0.1 mmol), the atmosphere in the autoclave was sufficiently substituted with hydrogen, and then pressurized with 5.0 MPa of hydrogen, and t... Starting materials: ClCCl, O, O=S(=O)(O)O, CCCCCC(O)(CCCCC)c1ccsc1-c1cccs1. The product is CCCCCC1(CCCCC)c2ccsc2-c2sccc21. Reaction SMILES: [Cl:28][CH2:29][Cl:30].[OH2:31].[S:1](=[O:2])(=[O:3])([OH:4])[OH:5].[s:6]1[c:7](-[c:23]2[s:24][cH:25][cH:26][cH:27]2)[c:8]([C:11]([CH2:12][CH2:13][CH2:14][CH2:15][CH3:16])([CH2:17][CH2:18][CH2:19][CH2:20][CH3:21])[OH:22])[cH:9][cH:10]1>>[s:6]1[c:7]2[c:8]([cH:9][cH:10]1)[C:11]([CH2:12][CH2:13][CH2:14][CH2:15][CH3:16])([CH2:17][CH2:18][CH2:19][CH2:20][CH3:21])[c:27]1[c:23]-2[s:24][cH:25][cH:26]1.